Dataset: the Open Reaction Database (ORD), a public repository of structured organic reaction records. Task: describe an organic reaction: reactants, conditions, products, and yield The reactants are C(C)OC=1C=C(C=C2C=C(NC12)C(=O)OC)OC=1C=NC(=CC1)S(=O)(=O)C (methyl 7-ethoxy-5-{[6-(methylsulfonyl)pyridin-3-yl]oxy}-1H-indole-2-carboxylate), O1CCCC1 (tetrahydrofuran), CO (methanol), [OH-].[K+] (potassium hydroxide). The solvent is O (water). Conditions: time 15 hour. Product: C(C)OC=1C=C(C=C2C=C(NC12)C(=O)O)OC=1C=NC(=CC1)S(=O)(=O)C (7-Ethoxy-5-{[6-(methylsulfonyl)pyridin-3-yl]oxy}-1H-indole-2-carboxylic acid). Isolated yield 87.4%. Reaction SMILES: [CH2:1]([O:3][C:4]1[CH:5]=[C:6]([O:17][C:18]2[CH:19]=[N:20][C:21]([S:24]([CH3:27])(=[O:26])=[O:25])=[CH:22][CH:23]=2)[CH:7]=[C:8]2[C:12]=1[NH:11][C:10]([C:13]([O:15]C)=[O:14])=[CH:9]2)[CH3:2].O1CCCC1.CO.[OH-].[K+]>O>[CH2:1]([O:3][C:4]1[CH:5]=[C:6]([O:17][C:18]2[CH:19]=[N:20][C:21]([S:24]([CH3:27])(=[O:26])=[O:25])=[CH:22][CH:23]=2)[CH:7]=[C:8]2[C:12]=1[NH:11][C:10]([C:13]([OH:15])=[O:14])=[CH:9]2)[CH3:2] |f:3.4|. Reported procedure: To a mixture of methyl 7-ethoxy-5-{[6-(methylsulfonyl)pyridin-3-yl]oxy}-1H-indole-2-carboxylate (0.65 g), tetrahydrofuran (10 mL) and methanol (10 mL) was added a solution of potassium hydroxide (85%, 0.33 g) in water (5 mL). The mixture was stirred at room temperature for 15 h and then partitioned between ethyl acetate and aqueous citric acid solution. The organic layer was washed with brine, dried (MgSO4), filtered, and concentrated to give a light yellow oil, which was crystallized from ethyl... Starting materials: C(C)NC1=C(C=CC(=C1)F)[N+](=O)[O-] (N-ethyl-5-fluoro-2-nitroaniline), N1CCNCC1 (piperazine), C(=O)([O-])[O-].[K+].[K+] (K2CO3). Solvent: CN(C)C=O (DMF). Product: C(C)NC1=C(C=CC(=C1)N1CCNCC1)[N+](=O)[O-] (N-Ethyl-2-nitro-5-(1-piperazinyl)aniline). Isolated yield 75.3%. RXN SMILES: [CH2:1]([NH:3][C:4]1[CH:9]=[C:8](F)[CH:7]=[CH:6][C:5]=1[N+:11]([O-:13])=[O:12])[CH3:2].[NH:14]1[CH2:19][CH2:18][NH:17][CH2:16][CH2:15]1.C([O-])([O-])=O.[K+].[K+]>CN(C=O)C>[CH2:1]([NH:3][C:4]1[CH:9]=[C:8]([N:14]2[CH2:19][CH2:18][NH:17][CH2:16][CH2:15]2)[CH:7]=[CH:6][C:5]=1[N+:11]([O-:13])=[O:12])[CH3:2] |f:2.3.4|. Reported procedure: A suspension of N-ethyl-5-fluoro-2-nitroaniline (1.5 g, 8.12 mmol), piperazine (0.979 g, 11.37 mmol), K2CO3 (3.36 g, 24.3 mmol) in DMF (40 mL) was heated in a microwave oven for 1 min at 100 W. The reaction mixture was allowed to cool and then heated for another minute at 100 w. This procedure was repeated 5 times. The suspension was filtered and then concentrated. The crude oil was purified via flash chromatography on silica using CHCl3/MeOH/NH3 9:1:0.4% as eluent to give 1.53 g (75%) of a yell... Reactants: N(N)C1=CC(=NC(=N1)C)[C@H]1[C@@H](C1)C1=NC2=C(N1C)C=CC=C2 (2-((1R,2R)-2-(6-hydrazinyl-2-methylpyrimidin-4-yl)cyclopropyl)-1-methyl-1H-benzo[d]imidazole), [Si](C)(C)(C(C)(C)C)O[C@H](C(=O)N=C(C)N(C)C)C ((S)-2-((tert-butyldimethylsilyl)oxy)-N-(1-(dimethylamino)ethylidene)propanamide), C([O-])(O)=O.[Na+] (sodium bicarbonate), C([O-])(O)=O.[Na+] (sodium bicarbonate). The solvent is C(C)(=O)O (acetic acid), COCCOC (1,2-dimethoxyethane). Conditions: time 5 minute. Yields the product [Si](C)(C)(C(C)(C)C)O[C@@H](C)C1=NC(=NN1C1=CC(=NC(=N1)C)[C@H]1[C@@H](C1)C1=NC2=C(N1C)C=CC=C2)C (2-((1R,2R)-2-(6-(5-((S)-1-((tert-butyldimethylsilyl)oxy)ethyl)-3-methyl-1H-1,2,4-triazol-1-yl)-2-methylpyrimidin-4-yl)cyclopropyl)-1-methyl-1H-benzo[d]imidazole). RXN SMILES: [NH:1]([C:3]1[N:8]=[C:7]([CH3:9])[N:6]=[C:5]([C@@H:10]2[CH2:12][C@H:11]2[C:13]2[N:17]([CH3:18])[C:16]3[CH:19]=[CH:20][CH:21]=[CH:22][C:15]=3[N:14]=2)[CH:4]=1)[NH2:2].[Si:23]([O:30][C@@H:31]([CH3:40])[C:32]([N:34]=[C:35](N(C)C)[CH3:36])=O)([C:26]([CH3:29])([CH3:28])[CH3:27])([CH3:25])[CH3:24].C(=O)(O)[O-].[Na+]>C(O)(=O)C.COCCOC>[Si:23]([O:30][C@H:31]([C:32]1[N:1]([C:3]2[N:8]=[C:7]([CH3:9])[N:6]=[C:5]([C@@H:10]3[CH2:12][C@H:11]3[C:13]3[N:17]([CH3:18])[C:16]4[CH:19]=[CH:20][CH:21]=[CH:22][C:15]=4[N:14]=3)[CH:4]=2)[N:2]=[C:35]([CH3:36])[N:34]=1)[CH3:40])([C:26]([CH3:29])([CH3:28])[CH3:27])([CH3:25])[CH3:24] |f:2.3|. Reported procedure: To a solution of Intermediate 6 (1.8 g, 6.1 mmol) in acetic acid (40 ml) was added Intermediate 13 (4.0 g, 14.7 mmol) as a crude reaction mixture in 1,2-dimethoxyethane (40 mL). The reaction mixture was allowed to stir for 5 minutes at room temperature and then heated at 80° C. for 1 h. The reaction was cooled to room temperature, poured carefully over saturated aqueous sodium bicarbonate solution (200 mL), and the aqueous layer was made basic to pH˜8 by the addition of solid sodium bicarbonate....